This data is from the Open Reaction Database (ORD), a public repository of structured organic reaction records. The task is: describe an organic reaction: reactants, conditions, products, and yield The reactants are CCCCCCCC(=O)O, [Ca+2], [OH-], [OH-], OCC(O)C(O)C(O)C(O)CO, O=P(O)(O)O. The product is CCCCCCCC(=O)OCC(O)C(O)C(O)C(O)CO. RXN SMILES: [CH3:1][CH2:2][CH2:3][CH2:4][CH2:5][CH2:6][CH2:7][C:8]([OH:9])=[O:10].[Ca+2:29].[OH-:28].[OH-:30].[OH:11][CH2:12][CH:13]([CH:14]([OH:15])[CH:16]([OH:17])[CH:18]([OH:19])[CH2:20][OH:21])[OH:22].[P:23](=[O:24])([OH:25])([OH:26])[OH:27]>>[CH3:1][CH2:2][CH2:3][CH2:4][CH2:5][CH2:6][CH2:7][C:8]([O:9][CH2:20][CH:18]([CH:16]([CH:14]([CH:13]([CH2:12][OH:11])[OH:22])[OH:15])[OH:17])[OH:19])=[O:10]. Starting materials: COC(C)(N(C)C)OC (N,N-Dimethyl acetamide dimethyl acetal), NC(=S)N (thiourea). Solvent: C(Cl)Cl (methylene chloride). Yields the product NC(=S)/N=C(\C)/N(C)C ((1E)-N′-(aminocarbonothioyl)-N,N-dimethylethanimidamide). The yield is 76.5%. Reaction SMILES: CO[C:3](OC)([N:5]([CH3:7])[CH3:6])[CH3:4].[NH2:10][C:11]([NH2:13])=[S:12]>C(Cl)Cl>[NH2:10][C:11](/[N:13]=[C:3](/[N:5]([CH3:7])[CH3:6])\[CH3:4])=[S:12]. Reported procedure: N,N-Dimethyl acetamide dimethyl acetal (75 g, 0.56 mole) was added to a suspension of thiourea (33.0 g, 0.43 mole) in methylene chloride. The mixture was heated under reflux for 4 h. The solvent was removed and the residue was crystallized from 5% MeOH and diethyl ether affording (1E)-N′-(aminocarbonothioyl)-N,N-dimethylethanimidamide (47.8 g, 76% yield). Reactants: ClC(C(F)(F)F)(OC1=CC=C(C=C1)Cl)Cl (4-(1,1-dichloro-2,2,2-trifluoroethoxy)chlorobenzene), F (hydrogen fluoride), [Sb](Cl)(Cl)(Cl)(Cl)Cl (antimony pentachloride). Conditions: time 20 minute. The product is ClC(C(F)(F)F)(OC1=CC=C(C=C1)Cl)F (4-(1-chloro-1,2,2,2-tetrafluoroethoxy)chlorobenzene). The yield is 89.8%. As a reaction SMILES: [Cl:1][C:2](Cl)([O:7][C:8]1[CH:13]=[CH:12][C:11]([Cl:14])=[CH:10][CH:9]=1)[C:3]([F:6])([F:5])[F:4].[Sb](Cl)(Cl)(Cl)(Cl)Cl.[FH:22]>>[Cl:1][C:2]([F:22])([O:7][C:8]1[CH:13]=[CH:12][C:11]([Cl:14])=[CH:10][CH:9]=1)[C:3]([F:6])([F:5])[F:4]. Procedure: A 500 ml polytetrafluoroethylene reactor equipped with stirrer, thermometer and reflux condenser is charged with 55.9 g (0.2 mol) of 4-(1,1-dichloro-2,2,2-trifluoroethoxy)chlorobenzene in 100 ml of hydrogen fluoride. 3.0 g (0.01 mol; corresponding to 5 mol%) of antimony pentachloride are added at a temperature in the range from -5° C. to 0° C. The resultant hydrogen chloride is removed from the reactor through the reflux condenser. After 20 minutes at 0° C., the evolution of hydrogen chloride ce... The reactants are IC=1C=C(N)C=CC1 (3-iodoaniline), BrCCO (2-bromoethanol), C(=O)(O)[O-].[Na+] (NaHCO3). Run in O (water). Conditions: temperature 160 celsius. Yields the product IC=1C=C(C=CC1)NCCO (2-((3-iodophenyl)amino)ethanol). The yield is 63.6%. Reaction SMILES: [I:1][C:2]1[CH:3]=[C:4]([CH:6]=[CH:7][CH:8]=1)[NH2:5].Br[CH2:10][CH2:11][OH:12].C([O-])(O)=O.[Na+]>O>[I:1][C:2]1[CH:3]=[C:4]([NH:5][CH2:10][CH2:11][OH:12])[CH:6]=[CH:7][CH:8]=1 |f:2.3|. Procedure: A mixture of 3-iodoaniline (2.0 g, 9.1 mmol) and 2-bromoethanol (0.32 mL, 4.6 mmol) in a sealed tube was heated at 160° C. for 2 hours. Cooled to room temperature, sat. NaHCO3 and water were added. The resulting mixture was extracted with ethyl acetate, the organic layer was washed with brine, dried, evaporated under reduced pressure. The crude product was purified on a ISCO MPLC to provide the titled compound as a light brown oil (770 mg, 38.6% yield). MS (ESI(+)) m/e 264 (M+H)+.